From a dataset of the Open Reaction Database (ORD), a public repository of structured organic reaction records. describe an organic reaction: reactants, conditions, products, and yield Starting materials: OC1=CC=2CC[C@H]3[C@@H]4CCC([C@@]4(C)CC[C@@H]3C2C=C1C=O)=C (3-hydroxy-17-methyleneestra-1,3,5(10)-triene-2-carboxaldehyde), [H][H] (hydrogen). Reagents/catalysts: [Pd] (palladium on carbon). The solvent is CCOC(=O)C (EtOAc). Yields the product OC1=CC=2CC[C@H]3[C@@H]4CC[C@@H]([C@@]4(C)CC[C@@H]3C2C=C1C=O)C (3-hydroxy-17β-methylestra-1,3,5(10)-triene-2-carboxaldehyde). Yield: 76.2%. Reaction SMILES: [OH:1][C:2]1[C:19]([CH:20]=[O:21])=[CH:18][C:17]2[C@@H:16]3[C@H:7]([C@H:8]4[C@@:12]([CH2:14][CH2:15]3)([CH3:13])[C:11](=[CH2:22])[CH2:10][CH2:9]4)[CH2:6][CH2:5][C:4]=2[CH:3]=1.[H][H]>CCOC(C)=O.[Pd]>[OH:1][C:2]1[C:19]([CH:20]=[O:21])=[CH:18][C:17]2[C@@H:16]3[C@H:7]([C@H:8]4[C@@:12]([CH2:14][CH2:15]3)([CH3:13])[C@@H:11]([CH3:22])[CH2:10][CH2:9]4)[CH2:6][CH2:5][C:4]=2[CH:3]=1. Procedure: To a solution of 3-hydroxy-17-methyleneestra-1,3,5(10)-triene-2-carboxaldehyde (23, 0.401 g, 1.35 mmol) in EtOAc (10 mL) was added 10% palladium on carbon (0.060 g). The reaction mixture was stirred for 4 h under the hydrogen atmosphere at room temperature. After the catalyst was filtered, the solvent was evaporated at reduced pressure. The residue was purified by column chromatography (silica gel) using n-hexane:EtOAc (10:1→2:1, v/v) to afford 0.307 g of 27 (76% yield). The reactants are C(C1=CC=CC=C1)(=O)Cl (benzoyl chloride), N1CCC(CC1)CCCCNC(CCC=1C=NC=CC1)=O (N-(4-piperidin-4-yl-butyl)-3-(pyridin-3-yl)-propionamide), C([O-])([O-])=O.[K+].[K+] (potassium carbonate). The solvent is CN(C)C=O (DMF). The product is C(C1=CC=CC=C1)(=O)N1CCC(CC1)CCCCNC(CCC=1C=NC=CC1)=O (N-[4-(1-benzoylpiperidin-4-yl)-butyl]-3-(pyridin-3-yl)-propionamide). As a reaction SMILES: [C:1](Cl)(=[O:8])[C:2]1[CH:7]=[CH:6][CH:5]=[CH:4][CH:3]=1.[NH:10]1[CH2:15][CH2:14][CH:13]([CH2:16][CH2:17][CH2:18][CH2:19][NH:20][C:21](=[O:30])[CH2:22][CH2:23][C:24]2[CH:25]=[N:26][CH:27]=[CH:28][CH:29]=2)[CH2:12][CH2:11]1.C(=O)([O-])[O-].[K+].[K+]>CN(C=O)C>[C:1]([N:10]1[CH2:15][CH2:14][CH:13]([CH2:16][CH2:17][CH2:18][CH2:19][NH:20][C:21](=[O:30])[CH2:22][CH2:23][C:24]2[CH:25]=[N:26][CH:27]=[CH:28][CH:29]=2)[CH2:12][CH2:11]1)(=[O:8])[C:2]1[CH:7]=[CH:6][CH:5]=[CH:4][CH:3]=1 |f:2.3.4|. Procedure details: 3.48 ml (30 mmol) benzoyl chloride, 8.7 g (30 mmol) N-(4-piperidin-4-yl-butyl)-3-(pyridin-3-yl)-propionamide and 16.6 g (120 mmol) potassium carbonate are stirred in 160 ml DMF at RT overnight. Subsequently, this is filtered and the filtrate is concentrated under vacuum to a large extent. The residue is taken up in 400 ml CHCl3 and washed twice, each with 100 ml water. The organic phase is dried over sodium sulfate and the solvent is removed under vacuum. The residue is chromatographically purif... The reactants are CS(=O)(=O)Cl, Cc1ccccc1, N#CCOc1cccc(N)c1, c1ccncc1. Yields the product CS(=O)(=O)Nc1cccc(OCC#N)c1. Reaction SMILES: [CH3:18][S:19]([Cl:20])(=[O:21])=[O:22].[CH3:23][c:24]1[cH:25][cH:26][cH:27][cH:28][cH:29]1.[NH2:1][c:2]1[cH:3][c:4]([O:5][CH2:6][C:7]#[N:8])[cH:9][cH:10][cH:11]1.[cH:12]1[cH:13][cH:14][n:15][cH:16][cH:17]1>>[NH:1]([c:2]1[cH:3][c:4]([O:5][CH2:6][C:7]#[N:8])[cH:9][cH:10][cH:11]1)[S:19]([CH3:18])(=[O:21])=[O:22]. The reactants are C(C1=CC=CC=C1)OC(=O)N1CCN(C(CC1)=O)C(CCO[Si](C)(C)C(C)(C)C)C(=O)OC ((rac)-4-[3-(tert-butyl-dimethyl-silanyloxy)-1-methoxycarbonyl-propyl]-5-oxo-[1,4]diazepane-1-carboxylic acid benzyl ester), C1(=CC=CC=C1)C (toluene), B(Cl)(Cl)Cl (boron trichloride). Run in ClCCl (dichloromethane). Conditions: time 1 hour. Yields the product C(C1=CC=CC=C1)OC(=O)N1CCN(C(CC1)=O)C(CCO)C(=O)OC ((rac)-4-(3-Hydroxy-1-methoxycarbonyl-propyl)-5-oxo-[1,4]diazepane-1-carboxylic acid benzyl ester). Reaction SMILES: [CH2:1]([O:8][C:9]([N:11]1[CH2:17][CH2:16][C:15](=[O:18])[N:14]([CH:19]([C:30]([O:32][CH3:33])=[O:31])[CH2:20][CH2:21][O:22][Si](C(C)(C)C)(C)C)[CH2:13][CH2:12]1)=[O:10])[C:2]1[CH:7]=[CH:6][CH:5]=[CH:4][CH:3]=1.C1(C)C=CC=CC=1.B(Cl)(Cl)Cl>ClCCl>[CH2:1]([O:8][C:9]([N:11]1[CH2:17][CH2:16][C:15](=[O:18])[N:14]([CH:19]([C:30]([O:32][CH3:33])=[O:31])[CH2:20][CH2:21][OH:22])[CH2:13][CH2:12]1)=[O:10])[C:2]1[CH:3]=[CH:4][CH:5]=[CH:6][CH:7]=1. Procedure: A solution of 1.53 g (3.20 mmol) of (rac)-4-[3-(tert-butyl-dimethyl-silanyloxy)-1-methoxycarbonyl-propyl]-5-oxo-[1,4]diazepane-1-carboxylic acid benzyl ester (evaporated twice with toluene) in 25 ml of dichloromethane was treated at 0° C. with 3.20 ml (3.20 mmol, 1 M in dichloromethane) of boron trichloride and kept 1 h at this temperature. The solution was stirred 17 h at room temperature and then extracted with cold sat. aq. sodium hydrogencarbonate solution and ethyl acetate (3×). The organic... The reactants are FC=1C=CC2=C(C(CO2)CCC(=O)O)C1 (3-(2,3-dihydro-5-fluorobenzofuran-3-yl)-propionic acid), [Mg] (magnesium). The product is FC=1C=CC2=C(C(=CO2)CCC(=O)O)C1 (3-(5-Fluoro-benzofuran-3-yl)-propionic acid). RXN SMILES: [F:1][C:2]1[CH:3]=[CH:4][C:5]2[O:9][CH2:8][CH:7]([CH2:10][CH2:11][C:12]([OH:14])=[O:13])[C:6]=2[CH:15]=1.[Mg]>>[F:1][C:2]1[CH:3]=[CH:4][C:5]2[O:9][CH:8]=[C:7]([CH2:10][CH2:11][C:12]([OH:14])=[O:13])[C:6]=2[CH:15]=1. Procedure details: The title compound was-prepared from 3-(5-fluorobenzofuran-3-yl) propionic acid (3 g) and spiro(isobenzofuran-1(3H),4′-piperidine] (2 g) by the method described in EXAMPLE 12. 3-(5-Fluoro-benzofuran-3-yl)-propionic acid was prepared by a procedure similar to the preparation of 3-(2,3-dihydro-5-fluorobenzofuran-3-yl)-propionic acid as described in EXAMPLE 11, but omitting the reduction with magnesium turnings. The title compound, 8, crystallized as the oxalate salt from acetone by addition of oxa... The reactants are OC1CN(CC1)CCC1=CNC2=CC=CC=C12 (3-[2-(3-hydroxypyrrolidinyl)ethyl]indole), COC1=CC=C(C=C1)N=C=O (p-methoxyphenylisocyanate). The solvent is C1=CC=CC=C1 (benzene), C1=CC=CC=C1 (benzene). Product: COC1=CC=C(C=C1)NC(=O)OC1CN(CC1)CCC1=CNC2=CC=CC=C12 (3-{2-[3-(4-methoxyphenylcarbamoyloxy)-pyrrolidinyl]ethyl}indole). As a reaction SMILES: [OH:1][CH:2]1[CH2:6][CH2:5][N:4]([CH2:7][CH2:8][C:9]2[C:17]3[C:12](=[CH:13][CH:14]=[CH:15][CH:16]=3)[NH:11][CH:10]=2)[CH2:3]1.[CH3:18][O:19][C:20]1[CH:25]=[CH:24][C:23]([N:26]=[C:27]=[O:28])=[CH:22][CH:21]=1>C1C=CC=CC=1>[CH3:18][O:19][C:20]1[CH:25]=[CH:24][C:23]([NH:26][C:27]([O:1][CH:2]2[CH2:6][CH2:5][N:4]([CH2:7][CH2:8][C:9]3[C:17]4[C:12](=[CH:13][CH:14]=[CH:15][CH:16]=4)[NH:11][CH:10]=3)[CH2:3]2)=[O:28])=[CH:22][CH:21]=1. Procedure details: A stirred suspension of 3.5 g. (0.015 mole) of 3-[2-(3-hydroxypyrrolidinyl)ethyl]indole in 50 ml. of dry benzene was treated dropwise with 2.3 g. (0.015 mole) of p-methoxyphenylisocyanate in 15 ml. of dry benzene. After addition (0.5 hour) the mixture was refluxed for 12 hours after which time only a small amount of solid remained suspended. The residue was filtered off and the filtrate was evaporated under vacuum to an orange gum. The product was dissolved in benzene and chromatographed on 200 ...